This data is from the Open Reaction Database (ORD), a public repository of structured organic reaction records. The task is: describe an organic reaction: reactants, conditions, products, and yield Reactants: C(C)(C)(C)NS(=O)(=O)C1=C(C=C(C=C1)[N+](=O)[O-])OC (N-tert-butyl-2-methoxy-4-nitro-benzenesulfonamide), FC(C(=O)O)(F)F (trifluoroacetic acid), FC(C(=O)O)(F)F (trifluoroacetic acid). Solvent: C(C)(=O)OCC (ethyl acetate). Conditions: time 20 hour. Product: COC1=C(C=CC(=C1)[N+](=O)[O-])S(=O)(=O)N (2-Methoxy-4-nitro-benzenesulfonamide). Reaction SMILES: C([NH:5][S:6]([C:9]1[CH:14]=[CH:13][C:12]([N+:15]([O-:17])=[O:16])=[CH:11][C:10]=1[O:18][CH3:19])(=[O:8])=[O:7])(C)(C)C.FC(F)(F)C(O)=O>C(OCC)(=O)C>[CH3:19][O:18][C:10]1[CH:11]=[C:12]([N+:15]([O-:17])=[O:16])[CH:13]=[CH:14][C:9]=1[S:6]([NH2:5])(=[O:8])=[O:7]. Reported procedure: 8.1 g (28.1 mmol) of N-tert-butyl-2-methoxy-4-nitro-benzenesulfonamide is mixed with 350 ml of trifluoroacetic acid and stirred for 20 hours at room temperature. The trifluoroacetic acid is drawn off, and the remaining residue is then digested with ethyl acetate. 5.0 g (21.6 mmol, corresponding to 77% of theory) of the product is obtained. The ethyl acetate phase is concentrated by evaporation, and the residue that is obtained is purified by chromatography (DCM/EtOH 95:5, Flashmaster II). Anothe...